From a dataset of the Open Reaction Database (ORD), a public repository of structured organic reaction records. describe an organic reaction: reactants, conditions, products, and yield Reactants: COC(=O)C(=O)c1ccc(OCCOc2cc3ccccc3cc2OCCOc2ccccc2)cc1, CCCCCC, CC(C)=O, CO, [Na+], C1CCOC1, [OH-], O. The product is O=C(O)C(=O)c1ccc(OCCOc2cc3ccccc3cc2OCCOc2ccccc2)cc1. RXN SMILES: [CH3:1][O:2][C:3]([C:4]([c:5]1[cH:6][cH:7][c:8]([O:11][CH2:12][CH2:13][O:14][c:15]2[cH:16][c:17]3[cH:18][cH:19][cH:20][cH:21][c:22]3[cH:23][c:24]2[O:25][CH2:26][CH2:27][O:28][c:29]2[cH:30][cH:31][cH:32][cH:33][cH:34]2)[cH:9][cH:10]1)=[O:35])=[O:36].[CH3:39][CH2:40][CH2:41][CH2:42][CH2:43][CH3:44].[CH3:45][C:46]([CH3:47])=[O:48].[CH3:49][OH:50].[Na+:38].[O:51]1[CH2:52][CH2:53][CH2:54][CH2:55]1.[OH-:37].[OH2:56]>>[O:2]=[C:3]([C:4]([c:5]1[cH:6][cH:7][c:8]([O:11][CH2:12][CH2:13][O:14][c:15]2[cH:16][c:17]3[cH:18][cH:19][cH:20][cH:21][c:22]3[cH:23][c:24]2[O:25][CH2:26][CH2:27][O:28][c:29]2[cH:30][cH:31][cH:32][cH:33][cH:34]2)[cH:9][cH:10]1)=[O:35])[OH:36]. Reactants: C (carbon black), C(C)(C)(C)OC(=O)C=1C(=CC=CC1)C1=CC(=C(C=C1)CN1C(=NC(=C1C=NO)C=C)OCC)F (4′-[2-Ethoxy-5-(hydroxyiminomethyl)-4-vinylimidazol-1-ylmethyl]-3′-fluorobiphenyl-2-carboxylic acid t-butyl ester), C(C)O (ethanol). The reagents and catalysts are [OH-].[OH-].[Pd+2] (Pearlman's Catalyst), [OH-].[Pd+2].[OH-] (palladium hydroxide). Run in O (water). Reaction conditions: time 2 hour. Product: C(C)(C)(C)OC(=O)C=1C(=CC=CC1)C1=CC(=C(C=C1)CN1C(=NC(=C1C=NO)CC)OCC)F (4′-[2-Ethoxy-4-ethyl-5-(hydroxyiminomethyl)imidazol-1-ylmethyl]-3′-fluorobiphenyl-2-carboxylic acid t-butyl ester). The yield is 99.2%. RXN SMILES: [C:1]([O:5][C:6]([C:8]1[C:9]([C:14]2[CH:19]=[CH:18][C:17]([CH2:20][N:21]3[C:25]([CH:26]=[N:27][OH:28])=[C:24]([CH:29]=[CH2:30])[N:23]=[C:22]3[O:31][CH2:32][CH3:33])=[C:16]([F:34])[CH:15]=2)=[CH:10][CH:11]=[CH:12][CH:13]=1)=[O:7])([CH3:4])([CH3:3])[CH3:2].C(O)C.C>[OH-].[OH-].[Pd+2].O>[C:1]([O:5][C:6]([C:8]1[C:9]([C:14]2[CH:19]=[CH:18][C:17]([CH2:20][N:21]3[C:25]([CH:26]=[N:27][OH:28])=[C:24]([CH2:29][CH3:30])[N:23]=[C:22]3[O:31][CH2:32][CH3:33])=[C:16]([F:34])[CH:15]=2)=[CH:10][CH:11]=[CH:12][CH:13]=1)=[O:7])([CH3:2])([CH3:4])[CH3:3] |f:3.4.5|. Procedure details: Intermediate (16c) (7.8 g, 16.6 mmol) was dissolved in ethanol (420 mL, 7.2 mol). Pearlman's Catalyst, wet (0.1:0.4:0.5, palladium hydroxide:carbon black:water, 6 g, 4 mmol) was added. The mixture was degassed and stirred under hydrogen for 2 hours. The palladium was filtered off and the solvent was concentrated to yield intermediate (16d) (7.7 g). MS m/z: [M+H+] calcd for C26H30FN3O4, 468.2; found 468.4. The reactants are BrCC=1C=CC=C2C=CC=NC12 (8-Bromomethylquinoline), C(C)(=O)[O-].[Na+] (sodium acetate). Run in CN(C=O)C (dimethyl formamide), CN(C=O)C (dimethyl formamide). Yields the product C(C)(=O)OCC=1C=CC=C2C=CC=NC12 (8-acetoxymethylquinoline). Yield: 85.5%. RXN SMILES: Br[CH2:2][C:3]1[CH:4]=[CH:5][CH:6]=[C:7]2[C:12]=1[N:11]=[CH:10][CH:9]=[CH:8]2.[C:13]([O-:16])(=[O:15])[CH3:14].[Na+]>CN(C)C=O>[C:13]([O:16][CH2:2][C:3]1[CH:4]=[CH:5][CH:6]=[C:7]2[C:12]=1[N:11]=[CH:10][CH:9]=[CH:8]2)(=[O:15])[CH3:14] |f:1.2|. Procedure details: 8-Bromomethylquinoline (1.11 g) and sodium acetate (0.82 g) were suspended and dissolved in dimethyl formamide, and heated for 2 hours at 80° to 90° C. After completion of the reaction, dimethyl formamide was distilled off, and the residue was extracted with a mixed solvent of ethyl acetate-toluene (3:1). The solvent was distilled off to give 8-acetoxymethylquinoline (0.86 g).